Dataset: the Open Reaction Database (ORD), a public repository of structured organic reaction records. Task: describe an organic reaction: reactants, conditions, products, and yield Reactants: CNC, Cn1cc(S(=O)(=O)Cl)c(=O)c2ccccc21, CO, CCO. The product is CN(C)S(=O)(=O)c1cn(C)c2ccccc2c1=O. Reaction SMILES: [CH3:17][NH:18][CH3:19].[CH3:1][n:2]1[cH:3][c:4]([S:13](=[O:14])(=[O:15])[Cl:16])[c:5](=[O:12])[c:6]2[cH:7][cH:8][cH:9][cH:10][c:11]12.[CH3:20][OH:21].[CH3:22][CH2:23][OH:24]>>[CH3:1][n:2]1[cH:3][c:4]([S:13](=[O:14])(=[O:15])[N:18]([CH3:17])[CH3:19])[c:5](=[O:12])[c:6]2[cH:7][cH:8][cH:9][cH:10][c:11]12. The reactants are BrC1=CC=C(C=C1)S(=O)(=O)O[C@@H]1CC[C@@H]2CN(C[C@@H]21)C2=NC(=CC=C2)C(F)(F)F ((3aR,4R,6aS)-2-[6-(trifluoromethyl)pyridin-2-yl]octahydrocyclopenta[c]pyrrol-4-yl 4-bromobenzenesulfonate), CO (methanol). The product is CO[C@H]1CC[C@@H]2CN(C[C@@H]21)C2=NC(=CC=C2)C(F)(F)F ((3aR,4S,6aS)-4-methoxy-2-[6-(trifluoromethyl)pyridin-2-yl]octahydrocyclopenta[c]pyrrole). As a reaction SMILES: BrC1C=CC(S([O:11][C@H:12]2[C@@H:19]3[C@@H:15]([CH2:16][N:17]([C:20]4[CH:25]=[CH:24][CH:23]=[C:22]([C:26]([F:29])([F:28])[F:27])[N:21]=4)[CH2:18]3)[CH2:14][CH2:13]2)(=O)=O)=CC=1.[CH3:30]O>>[CH3:30][O:11][C@@H:12]1[C@@H:19]2[C@@H:15]([CH2:16][N:17]([C:20]3[CH:25]=[CH:24][CH:23]=[C:22]([C:26]([F:29])([F:28])[F:27])[N:21]=3)[CH2:18]2)[CH2:14][CH2:13]1. Procedure details: (3aR,4R,6aS)-2-[6-(Trifluoromethyl)pyridin-2-yl]octahydrocyclopenta[c]pyrrol-4-yl 4-bromobenzenesulfonate (100 mg, 0.204 mmol) from Example 39 was heated at 85° C. for 3 days in methanol (0.3 mL) to give a colorless solution. The methanol was removed in vacuo, and the crude material was purified by silica gel chromatography using 100% dichloromethane as eluent to give the title compound: 1H NMR (500 MHz, pyridine-d5) δ ppm 7.57-7.53 (m, 1H), 7.01 (d, J=7.3, 1H), 6.54 (d, J=8.6, 1H), 3.58 (dd, J=... Starting materials: C(C)(=O)Cl (acetyl chloride), COC1=C2CC(CC2=C(C(=C1OC)OC)OC)CCCCCCCCN (8-(4,5,6,7-tetramethoxyindan-2-yl)octylamine), C([O-])([O-])=O.[K+].[K+] (potassiumcarbonate), O (water). Solvent: C(C)(=O)OCC (ethyl acetate). Run at time 15 minute. Yields the product COC1=C2CC(CC2=C(C(=C1OC)OC)OC)CCCCCCCCNC(C)=O (N-[8-(4,5,6,7-Tetramethoxyindan-2-yl)octyl]acetamide). RXN SMILES: [CH3:1][O:2][C:3]1[C:11]([O:12][CH3:13])=[C:10]([O:14][CH3:15])[C:9]([O:16][CH3:17])=[C:8]2[C:4]=1[CH2:5][CH:6]([CH2:18][CH2:19][CH2:20][CH2:21][CH2:22][CH2:23][CH2:24][CH2:25][NH2:26])[CH2:7]2.C(=O)([O-])[O-].[K+].[K+].O.[C:34](Cl)(=[O:36])[CH3:35]>C(OCC)(=O)C>[CH3:17][O:16][C:9]1[C:10]([O:14][CH3:15])=[C:11]([O:12][CH3:13])[C:3]([O:2][CH3:1])=[C:4]2[C:8]=1[CH2:7][CH:6]([CH2:18][CH2:19][CH2:20][CH2:21][CH2:22][CH2:23][CH2:24][CH2:25][NH:26][C:34](=[O:36])[CH3:35])[CH2:5]2 |f:1.2.3|. Procedure: To a mixture of 8-(4,5,6,7-tetramethoxyindan-2-yl)octylamine (878 mg), potassiumcarbonate (2.54 g),water (16 ml), and ethyl acetate (16 ml) was dropwise added acetyl chloride (0.341 ml) with cooling with ice. After being stirred for 15 min, the reaction mixture was extracted with ethyl acetate. The organic layer was washed with water and saturated aqueous sodium chloride and dried. The solvent was removed in vacuo. The residue was purified by silica gel column chromatography (ethyl acetate) and ... Reactants: N1(CCNCC1)C1=C2CCC(NC2=CC=C1)=O (5-(1-Piperazinyl)-3,4-dihydrocarbostyril), CN(C)C (trimethylamine), C1(=CC=C(C=C1)S(=O)(=O)Cl)C (p-toluenesulfonyl chloride). Run in CN(C)C=O (DMF), CN(C)C=O (DMF). Yields the product C1(=CC=C(C=C1)S(=O)(=O)N1CCN(CC1)C1=C2CCC(NC2=CC=C1)=O)C (5-[4-(p-toluenesulfonyl)-1-piperazinyl]-3,4-dihydrocarbostyril). The yield is 48.0%. As a reaction SMILES: [N:1]1([C:7]2[CH:16]=[CH:15][CH:14]=[C:13]3[C:8]=2[CH2:9][CH2:10][C:11](=[O:17])[NH:12]3)[CH2:6][CH2:5][NH:4][CH2:3][CH2:2]1.CN(C)C.[C:22]1([CH3:32])[CH:27]=[CH:26][C:25]([S:28](Cl)(=[O:30])=[O:29])=[CH:24][CH:23]=1>CN(C=O)C>[C:22]1([CH3:32])[CH:27]=[CH:26][C:25]([S:28]([N:4]2[CH2:5][CH2:6][N:1]([C:7]3[CH:16]=[CH:15][CH:14]=[C:13]4[C:8]=3[CH2:9][CH2:10][C:11](=[O:17])[NH:12]4)[CH2:2][CH2:3]2)(=[O:30])=[O:29])=[CH:24][CH:23]=1. Procedure: 5-(1-Piperazinyl)-3,4-dihydrocarbostyril (1.0 g) was added to a mixture of 10 ml of DMF and 0.85 ml of trimethylamine and the mixture was stirred at room temperature while slowly adding dropwise 5 ml of DMF solution containing 1.07 g of p-toluenesulfonyl chloride. After completion of addition, the reaction mixture was stirred at the same temperature as above for 30 minutes. The reaction mixture was poured into a large amount of saturated saline solution and extracted with chloroform. The extract... The reactants are CCOC(=O)C(CC)Oc1ccc2c(c1)CC(NCc1ccccc1)CC2, CCO, Cl, O. The product is Cl, CCOC(=O)C(CC)Oc1ccc2c(c1)CC(N)CC2. RXN SMILES: [CH2:2]([c:3]1[cH:4][cH:5][cH:6][cH:7][cH:8]1)[NH:9][CH:10]1[CH2:11][c:12]2[cH:13][c:14]([O:20][CH:21]([CH2:22][CH3:23])[C:24](=[O:25])[O:26][CH2:27][CH3:28])[cH:15][cH:16][c:17]2[CH2:18][CH2:19]1.[CH3:29][CH2:30][OH:31].[ClH:1].[OH2:32]>>[ClH:1].[NH2:9][CH:10]1[CH2:11][c:12]2[cH:13][c:14]([O:20][CH:21]([CH2:22][CH3:23])[C:24](=[O:25])[O:26][CH2:27][CH3:28])[cH:15][cH:16][c:17]2[CH2:18][CH2:19]1. Yield: 15.3%. The product is C1=CC=C2C(=C1)C(=O)C3=CC4=C(C=C3N2)C(=O)C5=CC=CC=C5N4 (quinacridone). As a reaction SMILES: P(=O)(O)(O)O.[C:6]1([NH:12][C:13]2[CH:21]=[C:20]([C:22](O)=[O:23])[C:19]([NH:25][C:26]3[CH:31]=[CH:30][CH:29]=[CH:28][CH:27]=3)=[CH:18][C:14]=2[C:15](O)=[O:16])[CH:11]=[CH:10][CH:9]=[CH:8][CH:7]=1>O>[CH:29]1[CH:30]=[C:31]2[C:22]([C:20]3[C:19]([NH:25][C:26]2=[CH:27][CH:28]=1)=[CH:18][C:14]1[C:15]([C:11]2[C:6]([NH:12][C:13]=1[CH:21]=3)=[CH:7][CH:8]=[CH:9][CH:10]=2)=[O:16])=[O:23]. The solvent is O (water). Run at temperature 50 celsius, time 1 hour. The reactants are C1(=CC=CC=C1)NC1=C(C(=O)O)C=C(C(=C1)C(=O)O)NC1=CC=CC=C1 (DAA), polyphosphoric acid, P(O)(O)(O)=O (phosphoric acid), C1(=CC=CC=C1)NC1=C(C(=O)O)C=C(C(=C1)C(=O)O)NC1=CC=CC=C1 (2,5-di(phenylamino)terephthalic acid). Procedure details: One hundred and thirty-five ml of polyphosphoric acid and 65 ml of 85% phosphoric acid are mixed in a mechanically stirred beaker and cooled to 50° C. Four grams of 2,5-di(phenylamino)terephthalic acid (DAA) are slowly added in small portions and under agitation by Gifford-Wood homogenizer. Each portion is dissolved before adding another one, checked by dipping a glass rod into the viscous reaction mixture and examining for solid particles clinging to the rod. During this time, the temperature o... Reactants: C(C)OC1=CC(=NC=C1)C=1C=C(C=CC1)[N+](=O)[O-] (3-(4-ethoxypyridin-2-yl)nitrobenzene). Reagents/catalysts: [Pd] (palladium on carbon). Solvent: C(C)O (ethanol). Yields the product C(C)OC1=CC(=NC=C1)C=1C=C(N)C=CC1 (3-(4-ethoxypyridin-2-yl)aniline). Isolated yield 100.3%. Reaction SMILES: [CH2:1]([O:3][C:4]1[CH:9]=[CH:8][N:7]=[C:6]([C:10]2[CH:11]=[C:12]([N+:16]([O-])=O)[CH:13]=[CH:14][CH:15]=2)[CH:5]=1)[CH3:2]>C(O)C.[Pd]>[CH2:1]([O:3][C:4]1[CH:9]=[CH:8][N:7]=[C:6]([C:10]2[CH:11]=[C:12]([CH:13]=[CH:14][CH:15]=2)[NH2:16])[CH:5]=1)[CH3:2]. Procedure details: A suspension of 3-(4-ethoxypyridin-2-yl)nitrobenzene (0.3 g) in ethanol (6 ml) was hydrogenated over palladium on carbon (10% w/w, 50% wet, 0.2 g) under a hydrogen atmosphere for 3 hours. The catalyst was filtered off, and the filtrate was evaporated under reduced pressure to give 3-(4-ethoxypyridin-2-yl)aniline (0.264 g). Starting materials: O=C([O-])O, O=C(Cl)CCl, [Na+], Cc1cccc(C)c1NCC1OCCO1, C1COCCO1, O. Yields the product Cc1cccc(C)c1N(CC1OCCO1)C(=O)CCl. As a reaction SMILES: [C:16](=[O:17])([OH:18])[O-:19].[Cl:27][CH2:28][C:29](=[O:30])[Cl:31].[Na+:20].[O:1]1[CH:2]([CH2:6][NH:7][c:8]2[c:9]([CH3:15])[cH:10][cH:11][cH:12][c:13]2[CH3:14])[O:3][CH2:4][CH2:5]1.[O:21]1[CH2:22][CH2:23][O:24][CH2:25][CH2:26]1.[OH2:32]>>[O:1]1[CH:2]([CH2:6][N:7]([c:8]2[c:9]([CH3:15])[cH:10][cH:11][cH:12][c:13]2[CH3:14])[C:29]([CH2:28][Cl:27])=[O:30])[O:3][CH2:4][CH2:5]1. The reactants are C1CCOC1, CC1=C(C)C(C)C([Si](C)(C)Cl)=C1C, [K+], [O-]C(c1ccccc1)c1ccccc1. Yields the product CC1=C(C)C(C)C([Si](C)(C)C(c2ccccc2)c2ccccc2)=C1C. As a reaction SMILES: [CH2:29]1[O:30][CH2:31][CH2:32][CH2:33]1.[CH3:16][CH:17]1[C:18]([CH3:28])=[C:19]([CH3:27])[C:20]([CH3:26])=[C:21]1[Si:22]([CH3:23])([CH3:24])[Cl:25].[K+:15].[c:1]1([CH:7]([O-:8])[c:9]2[cH:10][cH:11][cH:12][cH:13][cH:14]2)[cH:2][cH:3][cH:4][cH:5][cH:6]1>>[c:1]1([CH:7]([c:9]2[cH:10][cH:11][cH:12][cH:13][cH:14]2)[Si:22]([C:21]2=[C:20]([CH3:26])[C:19]([CH3:27])=[C:18]([CH3:28])[CH:17]2[CH3:16])([CH3:23])[CH3:24])[cH:2][cH:3][cH:4][cH:5][cH:6]1. Reactants: BrC1=CC(=C(C=C1)SC)OC1CCCC1 (4-bromo-2-cyclopentyloxy-1-(methylthio)benzene), C(CCC)[Li] (butyllithium), B(F)(F)F.CCOCC (boron trifluoride diethyl etherate), ice water, CN(C=O)C (dimethylformamide). The solvent is O1CCCC1 (tetrahydrofuran), CCCCCC (hexane). Run at time 1 hour. Yields the product C1(CCCC1)OC=1C=C(C=O)C=CC1SC (3-cyclopentyloxy-4-(methylthio)-benzaldehyde). Reaction SMILES: Br[C:2]1[CH:7]=[CH:6][C:5]([S:8][CH3:9])=[C:4]([O:10][CH:11]2[CH2:15][CH2:14][CH2:13][CH2:12]2)[CH:3]=1.C([Li])CCC.CN(C)[CH:23]=[O:24].B(F)(F)F.CCOCC>O1CCCC1.CCCCCC>[CH:11]1([O:10][C:4]2[CH:3]=[C:2]([CH:7]=[CH:6][C:5]=2[S:8][CH3:9])[CH:23]=[O:24])[CH2:15][CH2:14][CH2:13][CH2:12]1 |f:3.4|. Procedure details: A solution of 4-bromo-2-cyclopentyloxy-1-(methylthio)benzene (13.2 g) in dry tetrahydrofuran (100 mL) under nitrogen is treated at -70° C. with a solution of butyllithium in hexane (20.24 mL; 2.5 M) and the resulting solution is stirred for 1 hour at this temperature. It is then treated with dimethylformamide (7.12 mL), followed by boron trifluoride diethyl etherate (11.32 mL), keeping the temperature at -65° C. When the addition is complete the reaction mixture is allowed to warm to room temper...